Task: describe an organic reaction: reactants, conditions, products, and yield. Dataset: the Open Reaction Database (ORD), a public repository of structured organic reaction records The reactants are BrCC(=O)C1=CC=C(C(=O)O)C=C1 (4-(2-bromoacetyl)benzoic acid), N1(CCCCC1)C(N)=S (1-piperidinethiocarboxamide). Run in C1CCOC1 (THF). Product: N1(CCCCC1)C=1SC=C(N1)C1=CC=C(C(=O)O)C=C1 (4-(2-Piperidin-1-yl-thiazol-4-yl)-benzoic acid). Isolated yield 77.2%. Reaction SMILES: Br[CH2:2][C:3]([C:5]1[CH:13]=[CH:12][C:8]([C:9]([OH:11])=[O:10])=[CH:7][CH:6]=1)=O.[N:14]1([C:20](=[S:22])[NH2:21])[CH2:19][CH2:18][CH2:17][CH2:16][CH2:15]1>C1COCC1>[N:14]1([C:20]2[S:22][CH:2]=[C:3]([C:5]3[CH:13]=[CH:12][C:8]([C:9]([OH:11])=[O:10])=[CH:7][CH:6]=3)[N:21]=2)[CH2:19][CH2:18][CH2:17][CH2:16][CH2:15]1. Reported procedure: 4-(2-bromoacetyl)benzoic acid (1.23 mmol) and 1-piperidinethiocarboxamide (1.23 mmol) were mixed in THF (10 mL), then refluxed for 3 h. The reaction mixture was then allowed to reach room temperature and the obtained precipitate was collected by filtration and washed with 3 portions of diethyl ether. The crude product was crystallized from hot 1:1 EtOH-EtOAc to give a first harvest of colorless needles (0.28 g, 0.95 mmol). 1H NMR (DMSO-d6, 400 MHz,) δ 7.93 (4H, m), 7.40 (1H, s), 3.48 (4H, m), 1....